From a dataset of the Open Reaction Database (ORD), a public repository of structured organic reaction records. describe an organic reaction: reactants, conditions, products, and yield Reactants: C(C)(=O)N1CC2=C(CC1)C=C(S2)C(CCCCl)=O (6-acetyl-2-(4-chlorobutyryl)-4,5,6,7-tetrahydrothieno-[2,3-c]pyridine), Cl.FC1=CC2=C(C(=NO2)C2CCNCC2)C=C1 (4-(6-fluoro-1,2-benzisoxazol-3-yl)piperidine hydrochloride). The product is C(C)(=O)N1CC2=C(CC1)C=C(S2)C(CCCN2CCC(CC2)C2=NOC1=C2C=CC(=C1)F)=O (6-acetyl-2-(4-(4-(6-fluoro-1,2-benzisoxazol-3-yl)piperidin-1-yl)butyryl)-4,5,6,7-tetrahydrothieno[2,3-c]pyridine). The yield is 36.0%. As a reaction SMILES: [C:1]([N:4]1[CH2:9][CH2:8][C:7]2[CH:10]=[C:11]([C:13](=[O:18])[CH2:14][CH2:15][CH2:16]Cl)[S:12][C:6]=2[CH2:5]1)(=[O:3])[CH3:2].Cl.[F:20][C:21]1[CH:35]=[CH:34][C:24]2[C:25]([CH:28]3[CH2:33][CH2:32][NH:31][CH2:30][CH2:29]3)=[N:26][O:27][C:23]=2[CH:22]=1>>[C:1]([N:4]1[CH2:9][CH2:8][C:7]2[CH:10]=[C:11]([C:13](=[O:18])[CH2:14][CH2:15][CH2:16][N:31]3[CH2:30][CH2:29][CH:28]([C:25]4[C:24]5[CH:34]=[CH:35][C:21]([F:20])=[CH:22][C:23]=5[O:27][N:26]=4)[CH2:33][CH2:32]3)[S:12][C:6]=2[CH2:5]1)(=[O:3])[CH3:2] |f:1.2|. Reported procedure: The reaction and procedure were conducted in a similar manner as in Example 24 using 2.2 g of 6-acetyl-2-(4-chlorobutyryl)-4,5,6,7-tetrahydrothieno-[2,3-c]pyridine and 2.0 g of 4-(6-fluoro-1,2-benzisoxazol-3-yl)piperidine hydrochloride to give 1.3 g of 6-acetyl-2-(4-(4-(6-fluoro-1,2-benzisoxazol-3-yl)piperidin-1-yl)butyryl)-4,5,6,7-tetrahydrothieno[2,3-c]pyridine as white crystals, m.p. 145°-147° C. Starting materials: [BH4-].[Na+] (sodium borohydride), ClC1=CC=CC2=C1C(N(CC=1N2C=NC1\C=C\C(C)=O)C)=O (7-chloro-4,5-dihydro-3-[(E)-3-oxo-1-butenyl]-5-methyl-6H-imidazo[1,5-a][1,4]benzodiazepin-6-one), [BH4-].[Na+] (sodium borohydride). The solvent is C(C)O (ethanol), CN(C=O)C (dimethylformamide). Reaction conditions: time 2.5 hour. The product is ClC1=CC=CC2=C1C(N(CC=1N2C=NC1\C=C\C(C)O)C)=O (7-chloro-4,5-dihydro-3-[(E)-3-hydroxy-1-butenyl]-5-methyl-6H-imidazo[1,5-a][1,4]benzodiazepin-6-one). RXN SMILES: [Cl:1][C:2]1[C:7]2[C:8](=[O:22])[N:9]([CH3:21])[CH2:10][C:11]3[N:12]([CH:13]=[N:14][C:15]=3/[CH:16]=[CH:17]/[C:18](=[O:20])[CH3:19])[C:6]=2[CH:5]=[CH:4][CH:3]=1.[BH4-].[Na+]>CN(C)C=O.C(O)C>[Cl:1][C:2]1[C:7]2[C:8](=[O:22])[N:9]([CH3:21])[CH2:10][C:11]3[N:12]([CH:13]=[N:14][C:15]=3/[CH:16]=[CH:17]/[CH:18]([OH:20])[CH3:19])[C:6]=2[CH:5]=[CH:4][CH:3]=1 |f:1.2|. Procedure details: 2.4 g (7.6 mmol) of 7-chloro-4,5-dihydro-3-[(E)-3-oxo-1-butenyl]-5-methyl-6H-imidazo[1,5-a][1,4]benzodiazepin-6-one was dissolved in 50 ml of dimethylformamide while warming. Thereafter, the solution was diluted with 280 ml of ethanol. 0.6 g (15.8 mmol) of sodium borohydride was added to this solution and the mixture was stirred at 20° for 2.5 hours. Thereafter, a further 0.2 g of sodium borohydride was added thereto. After a total reaction period of 4.5 hours the mixture was evaporated in a vac... Reactants: CC(C)CN(C)c1cc(NC(=O)OC(C)(C)C)c(N)cc1Cl, CC(C)(C)OC(=O)CC(=O)c1cccc(-n2ccnn2)c1. Yields the product CC(C)CN(C)c1cc(NC(=O)OC(C)(C)C)c(NC(=O)CC(=O)c2cccc(-n3ccnn3)c2)cc1Cl. RXN SMILES: [C:1]([CH3:2])([CH3:3])([CH3:4])[O:5][C:6]([NH:7][c:8]1[c:9]([NH2:21])[cH:10][c:11]([Cl:20])[c:12]([N:14]([CH3:15])[CH2:16][CH:17]([CH3:18])[CH3:19])[cH:13]1)=[O:22].[C:23]([CH3:25])([CH3:26])([O:27][C:28](=[O:24])[CH2:29][C:30]([c:31]1[cH:32][c:33](-[n:37]2[n:38][n:39][cH:40][cH:41]2)[cH:34][cH:35][cH:36]1)=[O:42])[CH3:43]>>[C:1]([CH3:2])([CH3:3])([CH3:4])[O:5][C:6]([NH:7][c:8]1[c:9]([NH:21][C:28](=[O:27])[CH2:29][C:30]([c:31]2[cH:32][c:33](-[n:37]3[n:38][n:39][cH:40][cH:41]3)[cH:34][cH:35][cH:36]2)=[O:42])[cH:10][c:11]([Cl:20])[c:12]([N:14]([CH3:15])[CH2:16][CH:17]([CH3:18])[CH3:19])[cH:13]1)=[O:22]. The product is BrC=1C=CC(=NC1)C(C)(OCOCC[Si](C)(C)C)C (5-bromo-2-(1-methyl-1-{[2-(trimethylsilyl)ethoxy]methoxy}ethyl)pyridine). Run in C(Cl)Cl (methylene chloride). RXN SMILES: [Br:1][C:2]1[CH:3]=[CH:4][C:5]([C:8]([OH:11])([CH3:10])[CH3:9])=[N:6][CH:7]=1.C(N(CC)C(C)C)(C)C.[CH3:21][Si:22]([CH3:29])([CH3:28])[CH2:23][CH2:24][O:25][CH2:26]Cl>C(Cl)Cl>[Br:1][C:2]1[CH:3]=[CH:4][C:5]([C:8]([CH3:9])([O:11][CH2:26][O:25][CH2:24][CH2:23][Si:22]([CH3:29])([CH3:28])[CH3:21])[CH3:10])=[N:6][CH:7]=1. Reactants: BrC=1C=CC(=NC1)C(C)(C)O (5-bromo-2-(1-hydroxy-1-methylethyl) pyridine), C(C)(C)N(C(C)C)CC (N,N-diisopropylethylamine), C[Si](CCOCCl)(C)C (2-(trimethylsilyl)ethoxymethyl chloride). Reaction conditions: time 18 hour. Reported procedure: To a solution of 5-bromo-2-(1-hydroxy-1-methylethyl)pyridine from Step 1 (14 mmol) in methylene chloride (50 mL) at 0° C. was added N,N-diisopropylethylamine (37.3 mmol) and 2-(trimethylsilyl)ethoxymethyl chloride (15.3 mmol). The resulting mixture was stirred at room temperature for 18 hours, then refluxed for 24 hours. After cooling to room temperature the mixture was quenched with saturated aqueous ammonium chloride solution and partitioned between methylene chloride and water. The crude prod... Starting materials: OO (hydrogen peroxide), S(=O)([O-])[O-].[Na+].[Na+] (sodium sulphite), C(C1=CC=CC=C1)OC=1C(=C(C=O)C=CC1)OCC1=CC=CC=C1 (dibenzyloxybenzaldehyde). The reagents and catalysts are S(O)(O)(=O)=O (sulphuric acid). Solvent: CO (methanol). Conditions: time 5 minute. Product: C(C1=CC=CC=C1)OC1=C(C=CC(=C1)OCC1=CC=CC=C1)O (2,4-dibenzyloxyphenol). Isolated yield 41.6%. Reaction SMILES: C([O:8][C:9]1[C:10]([O:17][CH2:18][C:19]2[CH:24]=[CH:23][CH:22]=[CH:21][CH:20]=2)=[C:11]([CH:14]=[CH:15][CH:16]=1)C=O)C1C=CC=CC=1.OO.S([O-])([O-])=O.[Na+].[Na+]>S(=O)(=O)(O)O.CO>[CH2:18]([O:17][C:10]1[CH:11]=[C:14]([O:17][CH2:18][C:19]2[CH:24]=[CH:23][CH:22]=[CH:21][CH:20]=2)[CH:15]=[CH:16][C:9]=1[OH:8])[C:19]1[CH:20]=[CH:21][CH:22]=[CH:23][CH:24]=1 |f:2.3.4|. Reported procedure: Concentrated sulphuric acid (2-3 drops) is added to a stirred solution of dibenzyloxybenzaldehyde (1.5 g) in methanol (50 mL), resulting in a thick precipitate. The mixture is stirred for 5 minutes then hydrogen peroxide (1 g; 27.5% in water) is added in one portion and stirring is continued for 2 hours. The resulting brown solution is treated with 10% aqueous sodium sulphite solution (10 mL) then evaporated to low bulk. The residue is treated with water (50 mL), the solid washed with water, dri... The reactants are CC(=O)OC(C)(C)C, [Li]CCCC, C1CCOC1, CCCC(C)C(C)C=NS(=O)c1ccc(C)cc1, CC(C)[O-], CC(C)[O-], CC(C)[O-], CC(C)NC(C)C, Cl[Ti+3]. The product is CCCC(C)C(C)C(CC(=O)OC(C)(C)C)NS(=O)c1ccc(C)cc1. As a reaction SMILES: [C:13]([CH3:14])(=[O:15])[O:16][C:17]([CH3:18])([CH3:19])[CH3:20].[CH2:1]([Li:2])[CH2:3][CH2:4][CH3:5].[CH2:39]1[O:40][CH2:41][CH2:42][CH2:43]1.[CH3:21][CH:22]([CH:23]=[N:24][S:25](=[O:26])[c:27]1[cH:28][cH:29][c:30]([CH3:33])[cH:31][cH:32]1)[CH:34]([CH2:35][CH2:36][CH3:37])[CH3:38].[CH3:44][CH:45]([CH3:46])[O-:47].[CH3:48][CH:49]([CH3:50])[O-:51].[CH3:52][CH:53]([CH3:54])[O-:55].[CH:6]([NH:7][CH:8]([CH3:9])[CH3:10])([CH3:11])[CH3:12].[Cl:56][Ti+3:57]>>[C:13]([CH2:14][CH:23]([CH:22]([CH3:21])[CH:34]([CH2:35][CH2:36][CH3:37])[CH3:38])[NH:24][S:25](=[O:26])[c:27]1[cH:28][cH:29][c:30]([CH3:33])[cH:31][cH:32]1)(=[O:15])[O:16][C:17]([CH3:18])([CH3:19])[CH3:20]. The yield is 90.0%. Product: ClC=1C=CC(=C(C(C2=C(C(=CC=C2)OC)OC)O)C1)NC(C(C)(C)C)=O (5-chloro-2-pivaloylamino-α-(2',3'-dimethoxyphenyl)benzyl alcohol). As a reaction SMILES: [Cl:1][C:2]1[CH:3]=[C:4](OC)[C:5]([NH:18][C:19](=[O:24])[C:20]([CH3:23])([CH3:22])[CH3:21])(OC)[CH:6]([CH:15]=1)[C:7]([C:9]1[CH:14]=[CH:13][CH:12]=[CH:11][CH:10]=1)=[O:8].[CH2:27]([OH:29])C.O1CCC[CH2:31]1.[BH4-].[Na+].[OH2:37]>>[Cl:1][C:2]1[CH:3]=[CH:4][C:5]([NH:18][C:19](=[O:24])[C:20]([CH3:23])([CH3:22])[CH3:21])=[C:6]([CH:15]=1)[CH:7]([OH:8])[C:9]1[CH:10]=[CH:11][CH:12]=[C:13]([O:37][CH3:31])[C:14]=1[O:29][CH3:27] |f:3.4|. Run at temperature 40 celsius, time 5 hour. Procedure details: To 100 mg of 5-chloro-2-pivaloylamino-2,3-dimethoxybenzophenone were added 2 ml of ethanol and 0.1 ml of tetrahydrofuran and the mixture was warmed to about 40° C. for dissolution. After the solution was cooled to 25° C., 29 mg of sodium borohydride was added and the reaction was carried out with stirring at 25°-33° C. for 5 hours. The reaction mixture was diluted with 0.1 ml of water and distilled under reduced pressure. The residue was dissolved in 1 mL of methylene chloride and the solution w... The reactants are ClC=1C=C(C(C(C(=O)C2=CC=CC=C2)C1)(OC)NC(C(C)(C)C)=O)OC (5-chloro-2-pivaloylamino-2,3-dimethoxybenzophenone), C(C)O (ethanol), O1CCCC1 (tetrahydrofuran), [BH4-].[Na+] (sodium borohydride), O (water).